This data is from the Open Reaction Database (ORD), a public repository of structured organic reaction records. The task is: describe an organic reaction: reactants, conditions, products, and yield Product: Cl, CN(Cc1ccc2ccccc2c1)C(=O)C=Cc1cnc(N)c(CN2CCCC2)c1. RXN SMILES: [CH3:21][N:22]1[CH2:23][c:24]2[cH:25][c:26]([CH:27]=[CH:28][C:29]([OH:30])=[O:31])[cH:32][n:33][c:34]2[NH:35][C:36](=[O:37])[CH2:38]1.[CH3:39][NH:40][CH2:41][c:42]1[cH:43][c:44]2[cH:45][cH:46][cH:47][cH:48][c:49]2[cH:50][cH:51]1.[CH3:52][NH:53][CH2:54][c:55]1[cH:56][cH:57][c:58]2[c:59]([cH:60][cH:61][cH:62][cH:63]2)[c:64]1[CH2:65][CH2:66][CH3:67].[ClH:1].[ClH:20].[NH2:2][c:3]1[c:4]([CH2:14][N:15]2[CH2:16][CH2:17][CH2:18][CH2:19]2)[cH:5][c:6]([CH:9]=[CH:10][C:11](=[O:12])[OH:13])[cH:7][n:8]1>>[ClH:1].[NH2:2][c:3]1[c:4]([CH2:14][N:15]2[CH2:16][CH2:17][CH2:18][CH2:19]2)[cH:5][c:6]([CH:9]=[CH:10][C:11](=[O:13])[N:40]([CH3:39])[CH2:41][c:42]2[cH:43][c:44]3[cH:45][cH:46][cH:47][cH:48][c:49]3[cH:50][cH:51]2)[cH:7][n:8]1. Starting materials: CN1CC(=O)Nc2ncc(C=CC(=O)O)cc2C1, CNCc1ccc2ccccc2c1, CCCc1c(CNC)ccc2ccccc12, Cl, Cl, Nc1ncc(C=CC(=O)O)cc1CN1CCCC1. Reactants: CCO, Clc1ccnc(Cl)n1, CC(C)(C)OC(=O)N1CCNCC1, [Na+], O=C([O-])O. The product is CC(C)(C)OC(=O)N1CCN(c2ccnc(Cl)n2)CC1. As a reaction SMILES: [CH3:27][CH2:28][OH:29].[Cl:14][c:15]1[n:16][cH:17][cH:18][c:19]([Cl:21])[n:20]1.[N:1]1([C:7](=[O:8])[O:9][C:10]([CH3:11])([CH3:12])[CH3:13])[CH2:2][CH2:3][NH:4][CH2:5][CH2:6]1.[Na+:26].[O-:22][C:23]([OH:24])=[O:25]>>[N:1]1([C:7](=[O:8])[O:9][C:10]([CH3:11])([CH3:12])[CH3:13])[CH2:2][CH2:3][N:4]([c:19]2[cH:18][cH:17][n:16][c:15]([Cl:14])[n:20]2)[CH2:5][CH2:6]1. Starting materials: [BH4-], C1CCOC1, COc1ccc(S(=O)(=O)Nc2ccc(C)cc2)c2c3ccccc3n(C=O)c12, [Na+]. The product is COc1ccc(S(=O)(=O)Nc2ccc(C)cc2)c2c1[nH]c1ccccc12. RXN SMILES: [BH4-:29].[CH2:31]1[O:32][CH2:33][CH2:34][CH2:35]1.[CH:1](=[O:2])[n:3]1[c:4]2[cH:5][cH:6][cH:7][cH:8][c:9]2[c:10]2[c:11]([S:18](=[O:19])(=[O:20])[NH:21][c:22]3[cH:23][cH:24][c:25]([CH3:28])[cH:26][cH:27]3)[cH:12][cH:13][c:14]([O:16][CH3:17])[c:15]12.[Na+:30]>>[nH:3]1[c:4]2[cH:5][cH:6][cH:7][cH:8][c:9]2[c:10]2[c:11]([S:18](=[O:19])(=[O:20])[NH:21][c:22]3[cH:23][cH:24][c:25]([CH3:28])[cH:26][cH:27]3)[cH:12][cH:13][c:14]([O:16][CH3:17])[c:15]12. Starting materials: ClC=1C=C2N=C(C(=NC2=CC1)NC(OCC)=O)OC (Ethyl N-(6-chloro-3-methoxyquinoxalin-2-yl)carbamate), N1=C(N=CC=C1)N1CCNCC1 (1-(2-pyrimidyl)piperazine). Yields the product ClC=1C=C2N=C(C(=NC2=CC1)NC(=O)N1CCN(CC1)C1=NC=CC=N1)OC (1-[(6-Chloro-3-methoxyquinoxalin-2-yl)aminocarbonyl]-4-(2-pyrimidyl)piperazine). Isolated yield 90.0%. RXN SMILES: [Cl:1][C:2]1[CH:3]=[C:4]2[C:9](=[CH:10][CH:11]=1)[N:8]=[C:7]([NH:12][C:13](=[O:17])OCC)[C:6]([O:18][CH3:19])=[N:5]2.[N:20]1[CH:25]=[CH:24][CH:23]=[N:22][C:21]=1[N:26]1[CH2:31][CH2:30][NH:29][CH2:28][CH2:27]1>>[Cl:1][C:2]1[CH:3]=[C:4]2[C:9](=[CH:10][CH:11]=1)[N:8]=[C:7]([NH:12][C:13]([N:29]1[CH2:30][CH2:31][N:26]([C:21]3[N:20]=[CH:25][CH:24]=[CH:23][N:22]=3)[CH2:27][CH2:28]1)=[O:17])[C:6]([O:18][CH3:19])=[N:5]2. Procedure: Ethyl N-(6-chloro-3-methoxyquinoxalin-2-yl)carbamate and 1-(2-pyrimidyl)piperazine were reacted by the same way with the example 106 to obtain the titled compound (yield, 90%). 1H NMR (300 MHz, CDCl3): δ 3.69-3.73 (m, 4H), 3.98 (s, 4H), 4.16 (s, 3H), 6.54-6.55 (m, 1H), 7.28-7.49 (m, 1H), 7.63-7.75 (m, 2H), 8.33 (d, J=4.8 Hz, 2H). Reactants: BrC1=CC=C(C=C1)/C(=C/C(=O)OCC)/C ((E)-ethyl 3-(4-bromophenyl)-but-2-enoate), COC1=C(C=C(C=C1)OC)B(O)O (2,5-dimethoxyphenyl boronic acid). Product: COC1=C(C=C(C=C1)OC)C1=CC=C(C=C1)/C(=C/C(=O)OCC)/C ((E)-ethyl 3-(2′,5′-dimethoxy-biphenyl-4-yl)-but-2-enoate). Reaction SMILES: Br[C:2]1[CH:7]=[CH:6][C:5](/[C:8](/[CH3:15])=[CH:9]/[C:10]([O:12][CH2:13][CH3:14])=[O:11])=[CH:4][CH:3]=1.[CH3:16][O:17][C:18]1[CH:23]=[CH:22][C:21]([O:24][CH3:25])=[CH:20][C:19]=1B(O)O>>[CH3:16][O:17][C:18]1[CH:23]=[CH:22][C:21]([O:24][CH3:25])=[CH:20][C:19]=1[C:2]1[CH:7]=[CH:6][C:5](/[C:8](/[CH3:15])=[CH:9]/[C:10]([O:12][CH2:13][CH3:14])=[O:11])=[CH:4][CH:3]=1. Procedure: The colourless oil, (E)-ethyl 3-(2′,5′-dimethoxy-biphenyl-4-yl)-but-2-enoate was prepared from (E)-ethyl 3-(4-bromophenyl)-but-2-enoate (example 50a) and 2,5-dimethoxyphenyl boronic acid by a procedure analogous to that described in example 52a. Procedure: The product from Example 165A (295 mg, 0.516 mmol) was reduced with Fe and NH4Cl following the procedure from Example 9E to yield the title compound (205 mg, 73% yield) As a reaction SMILES: [Cl:1][C:2]([Cl:36])([Cl:35])[CH2:3][O:4][C:5](=[O:34])[NH:6][C:7]1[CH:12]=[CH:11][C:10]([S:13][C:14]2[CH:19]=[CH:18][C:17]([C:20](=[O:30])[N:21]([C:23]3[CH:28]=[CH:27][C:26]([F:29])=[CH:25][CH:24]=3)[CH3:22])=[CH:16][C:15]=2[N+:31]([O-])=O)=[CH:9][CH:8]=1.[NH4+].[Cl-]>[Fe]>[Cl:35][C:2]([Cl:1])([Cl:36])[CH2:3][O:4][C:5](=[O:34])[NH:6][C:7]1[CH:12]=[CH:11][C:10]([S:13][C:14]2[CH:19]=[CH:18][C:17]([C:20](=[O:30])[N:21]([C:23]3[CH:28]=[CH:27][C:26]([F:29])=[CH:25][CH:24]=3)[CH3:22])=[CH:16][C:15]=2[NH2:31])=[CH:9][CH:8]=1 |f:1.2|. Reagents/catalysts: [Fe] (Fe). Yields the product ClC(COC(NC1=CC=C(C=C1)SC1=C(C=C(C=C1)C(N(C)C1=CC=C(C=C1)F)=O)N)=O)(Cl)Cl ((4-{2-Amino-4-[(4-fluoro-phenyl)-methyl-carbamoyl]-phenylsulfanyl}-phenyl)-carbamic acid 2,2,2-trichloro-ethyl ester). Isolated yield 73.2%. Reactants: ClC(COC(NC1=CC=C(C=C1)SC1=C(C=C(C=C1)C(N(C)C1=CC=C(C=C1)F)=O)[N+](=O)[O-])=O)(Cl)Cl ((4-{4-[(4-Fluoro-phenyl)-methyl-carbamoyl]-2-nitro-phenylsulfanyl}-phenyl)-carbamic acid 2,2,2-trichloro-ethyl ester), [NH4+].[Cl-] (NH4Cl). The reactants are CCCc1c(OCC(=N)OCC)ccc(C(C)=O)c1O, CCO, N. Product: CCCc1c(OCC(=N)N)ccc(C(C)=O)c1O. Reaction SMILES: [C:1]([CH3:2])(=[O:3])[c:4]1[c:5]([OH:20])[c:6]([CH2:17][CH2:18][CH3:19])[c:7]([O:8][CH2:9][C:10]([O:11][CH2:12][CH3:13])=[NH:14])[cH:15][cH:16]1.[CH3:22][CH2:23][OH:24].[NH3:21]>>[C:1]([CH3:2])(=[O:3])[c:4]1[c:5]([OH:20])[c:6]([CH2:17][CH2:18][CH3:19])[c:7]([O:8][CH2:9][C:10]([NH2:14])=[NH:21])[cH:15][cH:16]1. Starting materials: NC1=NC(=CC(N1)=O)N (2,6-diamino-3H-pyrimidin-4-one), NC=1NC(C=2N=C(NC2N1)S)=O (2-amino-8-mercapto-1,9-dihydro-purin-6-one), NC=1NC(C2=C(N1)NC(=C2)C)=O (2-amino-6-methyl-3,7-dihydro-pyrrolo[2,3-d]pyrimidin-4-one), NC1=CC(NC(=N1)C)=O (6-amino-2-methyl-3H-pyrimidin-4-one), NC=1NC(C2=C(N1)NC=C2CNC2=CC=C(C=C2)CC2=CC=C(C=C2)N)=O (2-amino-5-{[4-(4-amino-benzyl)-phenylamino]-methyl}-3,7-dihydro-pyrrolo[2,3-d]pyrimidin-4-one), NC=1NC(C2=C(N1)NC(=C2)C)=O (2-amino-6-methyl-3,7-dihydro-pyrrolo[2,3-d]pyrimidin-4-one), NC=1NC(C2=C(N1)NC=C2CNC2=CC=C(C(=O)O)C=C2)=O (4-[(2-amino-4-oxo-4,7-dihydro-3H-pyrrolo[2,3-d]pyrimidin-5-ylmethyl)-amino]-benzoic acid), 2-amino-6-dihydroxy-5-methylpyrimidin-4-one, NC1=NC(=CC(N1)=O)C (2-amino-6-methylpyrimidin-4-one), NC=1SC2=C(N=C(NC2=O)N)N1 (2,5-diamino-6H-thiazolo[4,5-d]pyrimidin-7-one). The product is C(C1=CC=C(NCC2=CN=C3N=C(N)NC(=O)C3=N2)C=C1)(=O)O (Pteroic Acid). As a reaction SMILES: [NH2:1][C:2]1[NH:7][C:6](=[O:8])[CH:5]=[C:4]([NH2:9])[N:3]=1.NC1NC(=O)C=C(C)N=1.NC1N=C(C)NC(=O)C=1.N[C:29]1N[C:31](=O)[C:32]2[N:33]=C(S)N[C:36]=2[N:37]=1.NC1SC2C(=O)NC(N)=NC=2N=1.NC1NC(=O)C2C(CNC3[CH:72]=[CH:71][C:67]([C:68]([OH:70])=[O:69])=[CH:66][CH:65]=3)=CNC=2N=1.NC1NC(=O)C2C(CNC3C=CC(CC4C=CC(N)=CC=4)=CC=3)=CNC=2N=1.NC1NC(=O)C2C=C(C)NC=2N=1>>[C:68]([OH:70])(=[O:69])[C:67]1[CH:71]=[CH:72][C:29]([NH:37][CH2:36][C:32]2[N:33]=[C:5]3[C:4]([N:3]=[C:2]([NH:7][C:6]3=[O:8])[NH2:1])=[N:9][CH:31]=2)=[CH:65][CH:66]=1. Procedure details: The Artemia salinas ribosome in vitro protein synthesis assay was used to analyze the effects of 2,6-diamino-3H-pyrimidin-4-one 1, 2-amino-6-dihydroxy-5-methylpyrimidin-4-one 25, 2-amino-6-methylpyrimidin-4-one 26, 6-amino-2-methyl-3H-pyrimidin-4-one 27, 2-amino-8-mercapto-1,9-dihydro-purin-6-one 28, 2,5-diamino-6H-thiazolo[4,5-d]pyrimidin-7-one 14, 4-[(2-amino-4-oxo-4,7-dihydro-3H-pyrrolo[2,3-d]pyrimidin-5-ylmethyl)-amino]-benzoic acid 21, 2-amino-5-{[4-(4-amino-benzyl)-phenylamino]-methyl}-3,7...